Dataset: the Open Reaction Database (ORD), a public repository of structured organic reaction records. Task: describe an organic reaction: reactants, conditions, products, and yield Reactants: [Br-], C1CCOC1, [Mg+]C1CC1, O=C1CN(C(c2ccccc2)c2ccccc2)C1, [Na+], O=C([O-])O. Yields the product OC1(C2CC2)CN(C(c2ccccc2)c2ccccc2)C1. As a reaction SMILES: [Br-:1].[CH2:29]1[O:30][CH2:31][CH2:32][CH2:33]1.[CH:2]1([Mg+:5])[CH2:3][CH2:4]1.[CH:6]([c:7]1[cH:8][cH:9][cH:10][cH:11][cH:12]1)([c:13]1[cH:14][cH:15][cH:16][cH:17][cH:18]1)[N:19]1[CH2:20][C:21](=[O:23])[CH2:22]1.[Na+:28].[O-:24][C:25]([OH:26])=[O:27]>>[CH:2]1([C:21]2([OH:23])[CH2:20][N:19]([CH:6]([c:7]3[cH:8][cH:9][cH:10][cH:11][cH:12]3)[c:13]3[cH:14][cH:15][cH:16][cH:17][cH:18]3)[CH2:22]2)[CH2:3][CH2:4]1. Reactants: ClC1=C(C(=NC=C1)CN1C2=C(C=3C=C(C=CC13)C#N)C[C@@H](C2)NC(OC(C)C)=O)OC ((S)-isopropyl 4-((4-chloro-3-methoxypyridin-2-yl)methyl)-7-cyano-1,2,3,4-tetrahydrocyclopenta[b]indol-2-ylcarbamate). The reagents and catalysts are [Pd] (palladium on carbon), [Pd] (palladium on carbon). Run in CO (methanol), O (water). Run at time 8 hour. Yields the product C(C)(C)OC(N[C@H]1CC2=C(N(C=3C=CC(=CC23)C#N)CC2=NC=CC=C2OC)C1)=O ((S)-4-((3-Methoxypyridin-2-yl)methyl)-7-cyano-1,2,3,4-tetrahydrocyclopenta[b]indol-2-ylcarbamic acid isopropyl ester). Yield: 93.5%. RXN SMILES: Cl[C:2]1[CH:7]=[CH:6][N:5]=[C:4]([CH2:8][N:9]2[C:17]3[CH:16]=[CH:15][C:14]([C:18]#[N:19])=[CH:13][C:12]=3[C:11]3[CH2:20][C@H:21]([NH:23][C:24](=[O:29])[O:25][CH:26]([CH3:28])[CH3:27])[CH2:22][C:10]2=3)[C:3]=1[O:30][CH3:31]>[Pd].CO.O>[CH:26]([O:25][C:24](=[O:29])[NH:23][C@@H:21]1[CH2:22][C:10]2[N:9]([CH2:8][C:4]3[C:3]([O:30][CH3:31])=[CH:2][CH:7]=[CH:6][N:5]=3)[C:17]3[CH:16]=[CH:15][C:14]([C:18]#[N:19])=[CH:13][C:12]=3[C:11]=2[CH2:20]1)([CH3:28])[CH3:27]. Reported procedure: A mixture of (S)-isopropyl 4-((4-chloro-3-methoxypyridin-2-yl)methyl)-7-cyano-1,2,3,4-tetrahydrocyclopenta[b]indol-2-ylcarbamate (12.53 g, 28.55 mmol) and 10% palladium on carbon (1.00 g) in methanol (150 mL) is hydrogenated at 50 psi at room temperature overnight. A fresh batch of 10% palladium on carbon (1.2 g) is slurried in water (˜2 mL) and added to the reaction mixture, which is hydrogenated (50 psi) at room temperature overnight. The catalyst is filtered off and the solution is concentrat... Starting materials: ClC=1C(C(=C(C(C1Cl)=O)C#N)C#N)=O (2,3-dichloro-5,6-dicyano-p-benzoquinone), C(C)OC(=O)C=1C(C(=C(NC1CC)C1CCCC1)C(=O)OC)C1=CC=C(C=C1)F (1,4-dihydro-2-cyclopentyl-6-ethyl-4-(4-fluorophenyl)pyridine-3,5-dicarboxylic acid-3-methylester-5-ethylester). The solvent is C(Cl)Cl (methylene chloride). Conditions: time 1 hour. The product is C(C)OC(=O)C=1C(=C(C(=NC1CC)C1CCCC1)C(=O)OC)C1=CC=C(C=C1)F (2-Cyclopentyl-6-ethyl-4-(4-fluorophenyl)pyridine-3,5-dicarboxylic acid-3-methylester-5-ethylester). Reaction SMILES: [CH2:1]([O:3][C:4]([C:6]1[CH:7]([C:23]2[CH:28]=[CH:27][C:26]([F:29])=[CH:25][CH:24]=2)[C:8]([C:19]([O:21][CH3:22])=[O:20])=[C:9]([CH:14]2[CH2:18][CH2:17][CH2:16][CH2:15]2)[NH:10][C:11]=1[CH2:12][CH3:13])=[O:5])[CH3:2].ClC1C(=O)C(C#N)=C(C#N)C(=O)C=1Cl>C(Cl)Cl>[CH2:1]([O:3][C:4]([C:6]1[C:7]([C:23]2[CH:28]=[CH:27][C:26]([F:29])=[CH:25][CH:24]=2)=[C:8]([C:19]([O:21][CH3:22])=[O:20])[C:9]([CH:14]2[CH2:15][CH2:16][CH2:17][CH2:18]2)=[N:10][C:11]=1[CH2:12][CH3:13])=[O:5])[CH3:2]. Procedure details: 2.8 g (6.98 mmol) of 1,4-dihydro-2-cyclopentyl-6-ethyl-4-(4-fluorophenyl)pyridine-3,5-dicarboxylic acid-3-methylester-5-ethylester is dissolved in 100 ml of absol. methylene chloride, and after addition of 1.6 g (6.98 mmol) of 2,3-dichloro-5,6-dicyano-p-benzoquinone (DDQ), the mixture is stirred for 1 hour at room temperature. After this, it is drawn off by suction over diatomaceous earth and concentrated in a vacuum. The residue is chromatographed over silica gel (100 g of silica gel, 230-400 m... Reactants: S(N)(=O)(=O)C=1C=C2CCC(C2=CC1)NC(C)=O (N-(5-sulfamoyl-2,3-dihydro-1H-inden-1-yl)acetamide), ( 212 ), Cl (hydrochloric acid). As a reaction SMILES: [S:1]([C:5]1[CH:6]=[C:7]2[C:11](=[CH:12][CH:13]=1)[CH:10]([NH:14]C(=O)C)[CH2:9][CH2:8]2)(=[O:4])(=[O:3])[NH2:2].[ClH:18]>>[ClH:18].[NH2:14][CH:10]1[C:11]2[C:7](=[CH:6][C:5]([S:1]([NH2:2])(=[O:3])=[O:4])=[CH:13][CH:12]=2)[CH2:8][CH2:9]1 |f:2.3|. Reported procedure: To a round bottom flask containing N-(5-sulfamoyl-2,3-dihydro-1H-inden-1-yl)acetamide (1 g, 3.9 mmol) was added 12N hydrochloric acid (100 mL) and the reaction was heated to a reflux for 2 days. The reaction was cooled and concentrated to afford MIP-1153 (785 mg, 96%) as a light tan solid. 1H NMR (400 MHz, DMSO-d6) δ 7.46-7.20 (m, 3H), 3.78 (br, 6H), 3.21-1.97 (m, 4H); (M+H)+ (212). Product: Cl.NC1CCC2=CC(=CC=C12)S(=O)(=O)N (1-Amino-2,3-dihydro-1H-indene-5-sulfonamide hydrochloride salt). Starting materials: CCO, Nc1ccn(C2OC(CO)C(O)C2(F)F)c(=O)n1, O=C1CCC(=O)O1. The product is Nc1ccn(C2OC(COC(=O)CCC(=O)O)C(O)C2(F)F)c(=O)n1. Reaction SMILES: [CH3:26][CH2:27][OH:28].[NH2:1][c:2]1[cH:3][cH:4][n:5]([CH:6]2[O:7][CH:8]([CH2:9][OH:10])[CH:11]([OH:12])[C:13]2([F:14])[F:15])[c:16](=[O:17])[n:18]1.[O:19]=[C:20]1[CH2:21][CH2:22][C:23](=[O:24])[O:25]1>>[NH2:1][c:2]1[cH:3][cH:4][n:5]([CH:6]2[O:7][CH:8]([CH2:9][O:10][C:23]([CH2:22][CH2:21][C:20](=[O:19])[OH:25])=[O:24])[CH:11]([OH:12])[C:13]2([F:14])[F:15])[c:16](=[O:17])[n:18]1. Starting materials: C(C1=CC=CC=C1)OC1=C2N(C(=NC1=O)CC1(CCCC1)C1=CC=CC3=CC=CC=C13)CCNC2=O (9-benzyloxy-6-(1-naphthalen-1-yl-cyclopentylmethyl)-3,4-dihydro-2H-pyrazino[1,2-c]pyrimidine-1,8-dione), C(C1=CC=CC=C1)N(C(=O)C1=NC(=NC(=C1OCC1=CC=CC=C1)O)CC1(CCCC1)C1=CC=C(C=C1)Cl)CCO (N-benzyl-5-(benzyloxy)-2-((1-(4-chlorophenyl)cyclopentyl)methyl)-6-hydroxy-N-(2-hydroxyethyl)pyrimidine-4-carboxamide). The product is C(C1=CC=CC=C1)N1C(C=2N(C(=NC(C2OCC2=CC=CC=C2)=O)CC2(CCCC2)C2=CC=C(C=C2)Cl)CC1)=O (2-Benzyl-9-(benzyloxy)-6-((1-(4-chlorophenyl)cyclopentyl)methyl)-3,4-dihydro-1H-pyrazino[1,2-c]pyrimidine-1,8(2H)-dione). Reaction SMILES: C(OC1C(=O)N=C(CC2(C3C4C(=CC=CC=4)C=CC=3)CCCC2)N2CCNC(=O)C=12)C1C=CC=CC=1.[CH2:37]([N:44]([CH2:75][CH2:76]O)[C:45]([C:47]1[C:52]([O:53][CH2:54][C:55]2[CH:60]=[CH:59][CH:58]=[CH:57][CH:56]=2)=[C:51]([OH:61])[N:50]=[C:49]([CH2:62][C:63]2([C:68]3[CH:73]=[CH:72][C:71]([Cl:74])=[CH:70][CH:69]=3)[CH2:67][CH2:66][CH2:65][CH2:64]2)[N:48]=1)=[O:46])[C:38]1[CH:43]=[CH:42][CH:41]=[CH:40][CH:39]=1>>[CH2:37]([N:44]1[CH2:75][CH2:76][N:48]2[C:49]([CH2:62][C:63]3([C:68]4[CH:69]=[CH:70][C:71]([Cl:74])=[CH:72][CH:73]=4)[CH2:64][CH2:65][CH2:66][CH2:67]3)=[N:50][C:51](=[O:61])[C:52]([O:53][CH2:54][C:55]3[CH:56]=[CH:57][CH:58]=[CH:59][CH:60]=3)=[C:47]2[C:45]1=[O:46])[C:38]1[CH:43]=[CH:42][CH:41]=[CH:40][CH:39]=1. Procedure: This compound was prepared following the same method as described for pure 9-Benzyloxy-6-(1-naphthalen-1-yl-cyclopentylmethyl)-3,4-dihydro-2H-pyrazino[1,2-c]pyrimidine-1,8-dione (348) from N-benzyl-5-(benzyloxy)-2-((1-(4-chlorophenyl)cyclopentyl)methyl)-6-hydroxy-N-(2-hydroxyethyl)pyrimidine-4-carboxamide (507). Reactants: O.[OH-].[Li+] (lithium hydroxide monohydrate), CN1CCC(CC1)NC(/C(=C/C1=CC=C(C(=O)OC)C=C1)/COC1=CC=CC2=CC=CC=C12)=O (Methyl (E)-4-(3-(1-methylpiperidin-4-ylamino)-2-((naphthalen-1-yloxy)methyl)-3-oxo-prop-1-enyl)benzoate), ice water. Run in O (water). Conditions: time 10 minute. The product is CN1CCC(CC1)NC(/C(=C/C1=CC=C(C(=O)O)C=C1)/COC1=CC=CC2=CC=CC=C12)=O ((E)-4-(3-(1-Methylpiperidin-4-ylamino)-2-((naphthalen-1-yloxy)methyl)-3-oxo-prop-1-enyl)benzoic acid). Isolated yield 96.6%. Reaction SMILES: [CH3:1][N:2]1[CH2:7][CH2:6][CH:5]([NH:8][C:9](=[O:34])/[C:10](/[CH2:22][O:23][C:24]2[C:33]3[C:28](=[CH:29][CH:30]=[CH:31][CH:32]=3)[CH:27]=[CH:26][CH:25]=2)=[CH:11]/[C:12]2[CH:21]=[CH:20][C:15]([C:16]([O:18]C)=[O:17])=[CH:14][CH:13]=2)[CH2:4][CH2:3]1.O.[OH-].[Li+]>O>[CH3:1][N:2]1[CH2:3][CH2:4][CH:5]([NH:8][C:9](=[O:34])/[C:10](/[CH2:22][O:23][C:24]2[C:33]3[C:28](=[CH:29][CH:30]=[CH:31][CH:32]=3)[CH:27]=[CH:26][CH:25]=2)=[CH:11]/[C:12]2[CH:13]=[CH:14][C:15]([C:16]([OH:18])=[O:17])=[CH:20][CH:21]=2)[CH2:6][CH2:7]1 |f:1.2.3|. Reported procedure: Methyl (E)-4-(3-(1-methylpiperidin-4-ylamino)-2-((naphthalen-1-yloxy)methyl)-3-oxo-prop-1-enyl)benzoate (300 mg, 0.65 mM) obtained in Example (1-1-1) was dissolved in water (1 ml), and lithium hydroxide monohydrate (LiOH.H2O) (82 mg, 1.95 mM) was added thereto. The resulting mixture was stirred at room temperature for 10 mins, and further stirred at 50° C. for 3 hrs. After the completion of reaction, the reaction mixture was cooled to room temperature and ice water was poured thereinto, followed... Reaction SMILES: [CH2:15]([N+:16]([CH2:17][CH2:18][CH2:19][CH3:20])([CH2:21][CH2:22][CH2:23][CH3:24])[CH2:25][CH2:26][CH2:27][CH3:28])[CH2:29][CH2:30][CH3:31].[CH2:32]1[O:33][CH2:34][CH2:35][CH2:36]1.[CH3:1][Si:2]([CH3:3])([CH3:4])[C:5]#[C:6][C:7]1([OH:13])[CH2:8][CH2:9][O:10][CH2:11][CH2:12]1.[CH3:37][CH2:38][O:39][C:40](=[O:41])[CH3:42].[F-:14]>>[CH:5]#[C:6][C:7]1([OH:13])[CH2:8][CH2:9][O:10][CH2:11][CH2:12]1. Starting materials: CCCC[N+](CCCC)(CCCC)CCCC, C1CCOC1, C[Si](C)(C)C#CC1(O)CCOCC1, CCOC(C)=O, [F-]. The product is C#CC1(O)CCOCC1. The reactants are O=S(=O)(NC(CO)C(CC(F)(F)F)CC(F)(F)F)c1ccc(Cl)cc1, FC(F)(F)CCI, c1ccc(P(c2ccccc2)c2ccccc2)cc1. Product: FC(F)(F)CC[P+](c1ccccc1)(c1ccccc1)c1ccccc1, [I-]. RXN SMILES: [Cl:1][c:2]1[cH:3][cH:4][c:5]([S:6]([NH:7][CH:8]([CH2:9][OH:10])[CH:11]([CH2:12][C:13]([F:14])([F:15])[F:16])[CH2:17][C:18]([F:19])([F:20])[F:21])(=[O:22])=[O:23])[cH:24][cH:25]1.[F:26][C:27]([CH2:28][CH2:29][I:30])([F:31])[F:32].[c:33]1([P:39]([c:40]2[cH:41][cH:42][cH:43][cH:44][cH:45]2)[c:46]2[cH:47][cH:48][cH:49][cH:50][cH:51]2)[cH:34][cH:35][cH:36][cH:37][cH:38]1>>[F:26][C:27]([CH2:28][CH2:29][P+:39]([c:33]1[cH:34][cH:35][cH:36][cH:37][cH:38]1)([c:40]1[cH:41][cH:42][cH:43][cH:44][cH:45]1)[c:46]1[cH:47][cH:48][cH:49][cH:50][cH:51]1)([F:31])[F:32].[I-:30].